This data is from the Open Reaction Database (ORD), a public repository of structured organic reaction records. The task is: describe an organic reaction: reactants, conditions, products, and yield Reactants: CC#N, CCN(C(C)C)C(C)C, CS(=O)(=O)c1ccc(C(=NOC2CCCC2)C(=O)O)cc1Cl, Nc1nc2ccccc2s1. Yields the product CS(=O)(=O)c1ccc(C(=NOC2CCCC2)C(=O)Nc2nc3ccccc3s2)cc1Cl. As a reaction SMILES: [CH3:42][C:43]#[N:44].[CH:33]([N:34]([CH2:35][CH3:36])[CH:37]([CH3:38])[CH3:39])([CH3:40])[CH3:41].[Cl:1][c:2]1[cH:3][c:4]([C:12]([C:13](=[O:14])[OH:15])=[N:16][O:17][CH:18]2[CH2:19][CH2:20][CH2:21][CH2:22]2)[cH:5][cH:6][c:7]1[S:8](=[O:9])(=[O:10])[CH3:11].[NH2:23][c:24]1[s:25][c:26]2[c:27]([n:28]1)[cH:29][cH:30][cH:31][cH:32]2>>[Cl:1][c:2]1[cH:3][c:4]([C:12]([C:13](=[O:15])[NH:23][c:24]2[s:25][c:26]3[c:27]([n:28]2)[cH:29][cH:30][cH:31][cH:32]3)=[N:16][O:17][CH:18]2[CH2:19][CH2:20][CH2:21][CH2:22]2)[cH:5][cH:6][c:7]1[S:8](=[O:9])(=[O:10])[CH3:11].